Task: describe an organic reaction: reactants, conditions, products, and yield. Dataset: the Open Reaction Database (ORD), a public repository of structured organic reaction records Reactants: C(CCCCCCC)(=O)[O-].[Na+] (sodium octanoate), C[C@H]1COC2=C3C(=CC(=C2N4CCN(CC4)C)F)C(=O)C(=CN31)C(=O)O (levofloxacin), Cl (HCl). The solvent is O (water). Product: C[C@H]1COC2=C3C(=CC(=C2N4CCN(CC4)C)F)C(=O)C(=CN31)C(=O)O (levofloxacin), C(CCCCCCC)(=O)[O-] (octanoate). As a reaction SMILES: [C:1]([O-:10])(=[O:9])[CH2:2][CH2:3][CH2:4][CH2:5][CH2:6][CH2:7][CH3:8].[Na+].[CH3:12][C@@H:13]1[N:34]2[C:17]3[C:18]([C:30]([C:32]([C:35]([OH:37])=[O:36])=[CH:33]2)=[O:31])=[CH:19][C:20]([F:29])=[C:21]([N:22]2[CH2:27][CH2:26][N:25]([CH3:28])[CH2:24][CH2:23]2)[C:16]=3[O:15][CH2:14]1.Cl>O>[CH3:12][C@@H:13]1[N:34]2[C:17]3[C:18]([C:30]([C:32]([C:35]([OH:37])=[O:36])=[CH:33]2)=[O:31])=[CH:19][C:20]([F:29])=[C:21]([N:22]2[CH2:23][CH2:24][N:25]([CH3:28])[CH2:26][CH2:27]2)[C:16]=3[O:15][CH2:14]1.[C:1]([O-:10])(=[O:9])[CH2:2][CH2:3][CH2:4][CH2:5][CH2:6][CH2:7][CH3:8] |f:0.1|. Procedure details: One gram of sodium octanoate and one gram of levofloxacin were dissolved in 100 ml water. The pH was slowly adjusted to 6.0 by the addition of 1 M HCl. As the pH decreased, levofloxacin became protonated formed an insoluble HIP with the negatively charged octanoate. The precipitate was gathered by filtration to remove excess levofloxacin, dissolved sodium octanoate/octanoic acid, and salt. The sample was lyophilized overnight. Product: C(C)(C)(C)OC(=O)N1CC(CC1)NC(=O)C1=C(SC=C1)NC1=C2C(=NC=C1)NC=C2 (3-{[2-(1H-Pyrrolo[2,3-b]pyridin-4-ylamino)-thiophene-3-carbonyl]-amino}-pyrrolidine-1-carboxylic acid tert-butyl ester). Procedure details: This compound was prepared in an analogous manner as 3-{[3-(1H-Pyrrolo[2,3-b]pyridin-4-ylamino)-thiophene-2-carbonyl]-amino}-pyrrolidine-1-carboxylic acid tert-butyl ester using 1-BOC-3-aminopiperidine instead of 1-BOC-3-aminopyrrolidine and 2-(1H-Pyrrolo[2,3-b]pyridin-4-ylamino)-thiophene-3-carboxylic acid instead of 3-(1H-Pyrrolo[2,3-b]pyridin-4-ylamino)-thiophene-2-carboxylic acid. LCMS (ESI) 428 (M+H) 1H NMR (400 MHz, DMSO-d6) δ ppm 11.85 (1H, br. s.) 11.67 (1H, br. s.) 8.28 (1H, d, J=6.83 H... The reactants are C(C)(C)(C)OC(=O)N1CC(CC1)NC(=O)C=1SC=CC1NC1=C2C(=NC=C1)NC=C2 (3-{[3-(1H-Pyrrolo[2,3-b]pyridin-4-ylamino)-thiophene-2-carbonyl]-amino}-pyrrolidine-1-carboxylic acid tert-butyl ester), C(=O)(OC(C)(C)C)N1CC(CCC1)N (1-BOC-3-aminopiperidine), N1C=CC=2C1=NC=CC2NC=2SC=CC2C(=O)O (2-(1H-Pyrrolo[2,3-b]pyridin-4-ylamino)-thiophene-3-carboxylic acid). RXN SMILES: [C:1]([O:5][C:6]([N:8]1[CH2:12][CH2:11][CH:10]([NH:13]C(C2SC=CC=2NC2C=CN=C3NC=CC=23)=O)[CH2:9]1)=[O:7])([CH3:4])([CH3:3])[CH3:2].C(N1CCCC(N)C1)(OC(C)(C)C)=O.[NH:45]1[C:49]2=[N:50][CH:51]=[CH:52][C:53]([NH:54][C:55]3[S:56][CH:57]=[CH:58][C:59]=3[C:60]([OH:62])=O)=[C:48]2[CH:47]=[CH:46]1>>[C:1]([O:5][C:6]([N:8]1[CH2:12][CH2:11][CH:10]([NH:13][C:60]([C:59]2[CH:58]=[CH:57][S:56][C:55]=2[NH:54][C:53]2[CH:52]=[CH:51][N:50]=[C:49]3[NH:45][CH:46]=[CH:47][C:48]=23)=[O:62])[CH2:9]1)=[O:7])([CH3:4])([CH3:2])[CH3:3]. The reactants are CN1N=C2NC=CC(C2=C1)=O (2-Methyl-2,7-dihydro-pyrazolo[3,4-b]pyridin-4-one), P(=O)(Cl)(Cl)Cl (phosphorus oxychloride), [OH-].[Na+] (sodium hydroxide). Product: ClC=1C=2C(N=CC1)=NN(C2)C (4-Chloro-2-methyl-2H-pyrazolo[3,4-b]pyridine). Isolated yield 88.0%. As a reaction SMILES: [CH3:1][N:2]1[CH:10]=[C:9]2[C:4]([NH:5][CH:6]=[CH:7][C:8]2=O)=[N:3]1.P(Cl)(Cl)([Cl:14])=O.[OH-].[Na+]>>[Cl:14][C:8]1[C:9]2[C:4](=[N:3][N:2]([CH3:1])[CH:10]=2)[N:5]=[CH:6][CH:7]=1 |f:2.3|. Reported procedure: A mixture of the product of Example 8b (0.177 g, 1.19 mmol) and phosphorus oxychloride (3 mL) was heated under reflux for 30 min and then cooled to room temperature. The reaction mixture was poured over ice, taken to pH 8 by the addition of 1N aqueous sodium hydroxide solution, and extracted with dichloromethane (3×30 mL). The combined organic phase was dried over anhydrous magnesium sulfate, filtered, and evaporated under reduced pressure to provide the title compound (0.170 g, 88% yield). Reactants: CI, CC(C)(C)c1nnc(S)n(N)c1=O, [Na+], [OH-], O. Product: CSc1nnc(C(C)(C)C)c(=O)n1N. Reaction SMILES: [CH3:16][I:17].[NH2:1][n:2]1[c:3]([SH:13])[n:4][n:5][c:6]([C:9]([CH3:10])([CH3:11])[CH3:12])[c:7]1=[O:8].[Na+:15].[OH-:14].[OH2:18]>>[NH2:1][n:2]1[c:3]([S:13][CH3:16])[n:4][n:5][c:6]([C:9]([CH3:10])([CH3:11])[CH3:12])[c:7]1=[O:8]. The product is Nc1ccc(-c2cc(Cc3ccc(O)cc3)no2)c(N)n1. Reactants: O=C([O-])O, Nc1ccc(-c2cc(Cc3ccc(OCc4ccccc4)cc3)no2)c(N)n1, [Na+], O=C(O)C(F)(F)F, CSc1ccccc1. RXN SMILES: [C:37](=[O:38])([O-:39])[OH:40].[CH2:1]([c:2]1[cH:3][cH:4][cH:5][cH:6][cH:7]1)[O:8][c:9]1[cH:10][cH:11][c:12]([CH2:13][c:14]2[n:15][o:16][c:17](-[c:19]3[c:20]([NH2:26])[n:21][c:22]([NH2:25])[cH:23][cH:24]3)[cH:18]2)[cH:27][cH:28]1.[Na+:41].[OH:42][C:43]([C:44]([F:45])([F:46])[F:47])=[O:48].[c:29]1([S:30][CH3:31])[cH:32][cH:33][cH:34][cH:35][cH:36]1>>[OH:8][c:9]1[cH:10][cH:11][c:12]([CH2:13][c:14]2[n:15][o:16][c:17](-[c:19]3[c:20]([NH2:26])[n:21][c:22]([NH2:25])[cH:23][cH:24]3)[cH:18]2)[cH:27][cH:28]1.